From a dataset of the Open Reaction Database (ORD), a public repository of structured organic reaction records. describe an organic reaction: reactants, conditions, products, and yield Starting materials: BrC1=CC=C(C(=O)Cl)C=C1 (4-bromobenzoyl chloride), COC1=CC=C(C=C1)C1=C(N=CO1)C(=O)OCC (ethyl 5-(4-methoxyphenyl)oxazole-4-carboxylate), ( 1 ). Product: BrC1=CC=C(C=C1)C1=C(N=CO1)C(=O)OCC (a—ethyl 5-(4-bromophenyl)oxazole-4-carboxylate). Reaction SMILES: [Br:1][C:2]1[CH:10]=[CH:9][C:5]([C:6](Cl)=[O:7])=[CH:4][CH:3]=1.COC1C=CC(C2O[CH:22]=[N:21][C:20]=2[C:24]([O:26][CH2:27][CH3:28])=[O:25])=CC=1>>[Br:1][C:2]1[CH:10]=[CH:9][C:5]([C:6]2[O:7][CH:22]=[N:21][C:20]=2[C:24]([O:26][CH2:27][CH3:28])=[O:25])=[CH:4][CH:3]=1. Procedure: Prepared from 4-bromobenzoyl chloride according to the procedure outlined for ethyl 5-(4-methoxyphenyl)oxazole-4-carboxylate in example M-1. 1H NMR (DMSO) δ 1.42 (3H, t), 4.42 (2H, q), 7.61 (2H, d), 7.92 (1H, s), 7.99 (2H, d). LCMS (1) Rt: 2.10 min; m/z (ES+) 268/270 MH+-Et. Reactants: C(C1=CC=CC=C1)OC1=CC=C(OCC(CNCCNC2=C3C=NNC3=CC=C2)O)C=C1 (1-(4-benzyloxyphenoxy)-3-[2-(indazol-4-ylamino)-ethylamino]-propan-2-ol), C(C1CO1)OC1=CC=C(C=C1)OCC1=CC=CC=C1 (4-benzyloxyphenyl glycidyl ether), NCCNC1=C2C=NNC2=CC=C1 (4-(2-aminoethylamino)-indazole). The solvent is CN(C=O)C (dimethylformamide). Reaction conditions: time 2 day. Yields the product OC1=CC=C(OCC(CNCCNC2=C3C=NNC3=CC=C2)O)C=C1 (1-(4-Hydroxyphenoxy)-3-[2-(indazol-4-ylamino)-ethylamino]-propan-2-ol). RXN SMILES: C([O:8][C:9]1[CH:32]=[CH:31][C:12]([O:13][CH2:14][CH:15]([OH:30])[CH2:16][NH:17][CH2:18][CH2:19][NH:20][C:21]2[CH:29]=[CH:28][CH:27]=[C:26]3[C:22]=2[CH:23]=[N:24][NH:25]3)=[CH:11][CH:10]=1)C1C=CC=CC=1.C(OC1C=CC(OCC2C=CC=CC=2)=CC=1)C1OC1.NCCNC1C=CC=C2C=1C=NN2>CN(C)C=O>[OH:8][C:9]1[CH:10]=[CH:11][C:12]([O:13][CH2:14][CH:15]([OH:30])[CH2:16][NH:17][CH2:18][CH2:19][NH:20][C:21]2[CH:29]=[CH:28][CH:27]=[C:26]3[C:22]=2[CH:23]=[N:24][NH:25]3)=[CH:31][CH:32]=1. Procedure details: The 1-(4-benzyloxyphenoxy)-3-[2-(indazol-4-ylamino)-ethylamino]-propan-2-ol used as starting material can be obtained in the following manner: 5.1 g. 4-benzyloxyphenyl glycidyl ether and 7.0 g. 4-(2-aminoethylamino)-indazole are dissolved in 10 ml. dimethylformamide and left to stand for 2 days at ambient temperature. The reaction mixture is then digested by the addition of 20 ml. methanol, filtered off with suction and then washed with methanol. There are obtained 5.0 g. (58% of theory) of the ... Reactants: ClCCl, C=C(C)c1ccc(F)c(F)c1, O=P([O-])([O-])[O-], O=C(OO)c1cccc(Cl)c1. Product: CC1(c2ccc(F)c(F)c2)CO1. Reaction SMILES: [Cl:28][CH2:29][Cl:30].[F:1][c:2]1[c:3]([F:11])[cH:4][c:5]([C:8](=[CH2:9])[CH3:10])[cH:6][cH:7]1.[O-:12][P:13](=[O:14])([O-:15])[O-:16].[OH:17][O:18][C:19]([c:20]1[cH:21][c:22]([Cl:23])[cH:24][cH:25][cH:26]1)=[O:27]>>[F:1][c:2]1[c:3]([F:11])[cH:4][c:5]([C:8]2([CH3:10])[CH2:9][O:12]2)[cH:6][cH:7]1.